From a dataset of the Open Reaction Database (ORD), a public repository of structured organic reaction records. describe an organic reaction: reactants, conditions, products, and yield Reactants: C(#N)[BH3-].[Na+] (Sodium cyanoborohydride), C(C)(=O)[C@H]1[C@@H](C1)C1=CN(C2=CC=C(C=C12)C#N)S(=O)(=O)C1=CC=C(C=C1)C (trans-3-(2-acetyl-cyclopropyl)-1-(toluene-4-sulfonyl)-1H-indole-5-carbonitrile), CNC (dimethylamine), C(C)(=O)O (acetic acid), [OH-].[Na+] (sodium hydroxide), [OH-].[Na+] (sodium hydroxide). The solvent is [Cl-].[Na+].O (brine), CC(C)O (2-propanol), O (water), C(C)O (Ethanol). Reaction conditions: temperature 50 celsius, time 20 hour. Product: CN(C(C)C1C(C1)C1=CNC2=CC=C(C=C12)C#N)C (3-[2-(1-dimethylamino-ethyl)-cyclopropyl]-1H-indole-5-carbonitrile). Yield: 100.2%. RXN SMILES: C([BH3-])#N.[Na+].[C:5]([C@@H:8]1[CH2:10][C@H:9]1[C:11]1[C:19]2[C:14](=[CH:15][CH:16]=[C:17]([C:20]#[N:21])[CH:18]=2)[N:13](S(C2C=CC(C)=CC=2)(=O)=O)[CH:12]=1)(=O)[CH3:6].[CH3:32][NH:33][CH3:34].C(O)(=O)C.[OH-].[Na+]>CC(O)C.[Cl-].[Na+].O.O.C(O)C>[CH3:32][N:33]([CH3:34])[CH:5]([CH:8]1[CH2:10][CH:9]1[C:11]1[C:19]2[C:14](=[CH:15][CH:16]=[C:17]([C:20]#[N:21])[CH:18]=2)[NH:13][CH:12]=1)[CH3:6] |f:0.1,5.6,8.9.10|. Reported procedure: Sodium cyanoborohydride (51 mg, 0.792 mmol, 3 equiv) was added to a stirred mixture of trans-3-(2-acetyl-cyclopropyl)-1-(toluene-4-sulfonyl)-1H-indole-5-carbonitrile (100 mg, 0.264 mmol), dimethylamine (2.0 M in THF, 2.64 ml, 5.28 mmol, 20 equiv), acetic acid (302 uL, 5.28 mmol, 20 equiv) and powdered 4 A molecular sieves (150 mg, actived) in 2-propanol (2.0 ml). The resulting mixture was stirred at 50° C. for 20 h. Ethanol (5 ml), water (0.5 ml), and a solution of sodium hydroxide (10 M in wate... Reactants: COc1cc2ncnc(Oc3cccc(NC(=O)Nc4cc(C(C)(C)C)on4)c3)c2cc1OCCCCl, C1COCCN1, CCCC[N+](CCCC)(CCCC)CCCC, CCN(C(C)C)C(C)C, [I-], O. Reaction SMILES: [C:1]([CH3:2])([CH3:3])([CH3:4])[c:5]1[cH:6][c:7]([NH:10][C:11](=[O:12])[NH:13][c:14]2[cH:15][c:16]([O:20][c:21]3[n:22][cH:23][n:24][c:25]4[cH:26][c:27]([O:36][CH3:37])[c:28]([O:31][CH2:32][CH2:33][CH2:34][Cl:35])[cH:29][c:30]34)[cH:17][cH:18][cH:19]2)[n:8][o:9]1.[CH2:38]1[CH2:39][O:40][CH2:41][CH2:42][NH:43]1.[CH2:54]([N+:55]([CH2:56][CH2:57][CH2:58][CH3:59])([CH2:60][CH2:61][CH2:62][CH3:63])[CH2:64][CH2:65][CH2:66][CH3:67])[CH2:68][CH2:69][CH3:70].[CH:44]([N:45]([CH:46]([CH3:47])[CH3:48])[CH2:49][CH3:50])([CH3:51])[CH3:52].[I-:53].[OH2:71]>>[C:1]([CH3:2])([CH3:3])([CH3:4])[c:5]1[cH:6][c:7]([NH:10][C:11](=[O:12])[NH:13][c:14]2[cH:15][c:16]([O:20][c:21]3[n:22][cH:23][n:24][c:25]4[cH:26][c:27]([O:36][CH3:37])[c:28]([O:31][CH2:32][CH2:33][CH2:34][N:43]5[CH2:38][CH2:39][O:40][CH2:41][CH2:42]5)[cH:29][c:30]34)[cH:17][cH:18][cH:19]2)[n:8][o:9]1. The product is COc1cc2ncnc(Oc3cccc(NC(=O)Nc4cc(C(C)(C)C)on4)c3)c2cc1OCCCN1CCOCC1.